From a dataset of the Open Reaction Database (ORD), a public repository of structured organic reaction records. describe an organic reaction: reactants, conditions, products, and yield Reactants: CC(C)C1NC(=O)C2CSSCCC=CC(CC(=O)NC(CCC(=O)OC(C)(C)C)C(=O)N2)OC(=O)CNC1=O, CO, ClCCl, O=C(O)C(F)(F)F. The product is CC(C)C1NC(=O)C2CSSCCC=CC(CC(=O)NC(CCC(=O)O)C(=O)N2)OC(=O)CNC1=O. Reaction SMILES: [C:1]([CH3:2])([CH3:3])([CH3:4])[O:5][C:6]([CH2:7][CH2:8][CH:9]1[NH:10][C:11](=[O:39])[CH2:12][CH:13]2[O:14][C:15](=[O:38])[CH2:16][NH:17][C:18](=[O:37])[CH:19]([CH:34]([CH3:35])[CH3:36])[NH:20][C:21](=[O:33])[CH:22]([CH2:23][S:24][S:25][CH2:26][CH2:27][CH:28]=[CH:29]2)[NH:30][C:31]1=[O:32])=[O:40].[CH3:48][OH:49].[Cl:50][CH2:51][Cl:52].[F:41][C:42]([F:43])([F:44])[C:45]([OH:46])=[O:47]>>[O:5]=[C:6]([CH2:7][CH2:8][CH:9]1[NH:10][C:11](=[O:39])[CH2:12][CH:13]2[O:14][C:15](=[O:38])[CH2:16][NH:17][C:18](=[O:37])[CH:19]([CH:34]([CH3:35])[CH3:36])[NH:20][C:21](=[O:33])[CH:22]([CH2:23][S:24][S:25][CH2:26][CH2:27][CH:28]=[CH:29]2)[NH:30][C:31]1=[O:32])[OH:40]. Starting materials: CO, [O-]Cl, Cc1c(Cl)cc([N+](=O)[O-])cc1Cl, Cl, [Na+], C1CCOC1. The product is O=[N+]([O-])c1cc(Cl)c(CCl)c(Cl)c1. As a reaction SMILES: [CH3:13][OH:14].[Cl:15][O-:16].[Cl:1][c:2]1[c:3]([CH3:12])[c:4]([Cl:11])[cH:5][c:6]([N+:8](=[O:9])[O-:10])[cH:7]1.[ClH:18].[Na+:17].[O:19]1[CH2:20][CH2:21][CH2:22][CH2:23]1>>[Cl:1][c:2]1[c:3]([CH2:12][Cl:15])[c:4]([Cl:11])[cH:5][c:6]([N+:8](=[O:9])[O-:10])[cH:7]1.